From a dataset of the Open Reaction Database (ORD), a public repository of structured organic reaction records. describe an organic reaction: reactants, conditions, products, and yield The reactants are O=C([O-])O, CN(C)CC1CCc2cc(O)ccc2C1, CCOC(C)=O, [Na+], O, O=C(O)c1ccc(-c2ccccc2)cc1, c1ccncc1. The product is CN(C)CC1CCc2cc(OC(=O)c3ccc(-c4ccccc4)cc3)ccc2C1. Reaction SMILES: [C:37](=[O:38])([OH:39])[O-:40].[CH3:22][N:23]([CH3:24])[CH2:25][CH:26]1[CH2:27][c:28]2[cH:29][cH:30][c:31]([OH:36])[cH:32][c:33]2[CH2:34][CH2:35]1.[CH3:42][CH2:43][O:44][C:45](=[O:46])[CH3:47].[Na+:41].[OH2:48].[c:1]1(-[c:10]2[cH:11][cH:12][cH:13][cH:14][cH:15]2)[cH:2][cH:3][c:4]([C:7](=[O:8])[OH:9])[cH:5][cH:6]1.[cH:16]1[cH:17][cH:18][n:19][cH:20][cH:21]1>>[c:1]1(-[c:10]2[cH:11][cH:12][cH:13][cH:14][cH:15]2)[cH:2][cH:3][c:4]([C:7](=[O:8])[O:9][c:31]2[cH:30][cH:29][c:28]3[c:33]([cH:32]2)[CH2:34][CH2:35][CH:26]([CH2:25][N:23]([CH3:22])[CH3:24])[CH2:27]3)[cH:5][cH:6]1. The reactants are C(=O)C=1C=C(C#N)C=CC1 (3-formylbenzonitrile), solution, FC(F)(F)[Si](C)(C)C ((trifluoromethyl)trimethylsilane), [F-].C(CCC)[N+](CCCC)(CCCC)CCCC (tetrabutylammonium fluoride). Run in O1CCCC1 (tetrahydrofuran), O1CCCC1 (tetrahydrofuran). Yields the product FC(C(O)C=1C=C(C#N)C=CC1)(F)F (3-(2,2,2-trifluoro-1-hydroxyethyl)benzonitrile). Isolated yield 92.0%. RXN SMILES: [CH:1]([C:3]1[CH:4]=[C:5]([CH:8]=[CH:9][CH:10]=1)[C:6]#[N:7])=[O:2].[F:11][C:12]([Si](C)(C)C)([F:14])[F:13].[F-].C([N+](CCCC)(CCCC)CCCC)CCC>O1CCCC1>[F:11][C:12]([F:14])([F:13])[CH:1]([C:3]1[CH:4]=[C:5]([CH:8]=[CH:9][CH:10]=1)[C:6]#[N:7])[OH:2] |f:2.3|. Procedure: According to Reference Example 8-12, by use of 3-formylbenzonitrile (500 mg, 3.81 mmol), (trifluoromethyl)trimethylsilane (678 μL, 4.58 mmol), tetrabutylammonium fluoride (a 1.0 mol/L solution in tetrahydrofuran, 381 μL, 0.381 mmol) and tetrahydrofuran (10 mL), the mixture was stirred and reacted at room temperature for 3 hours. Then, purification by silica gel column chromatography (hexane/ethyl acetate=7/3) was performed to give 3-(2,2,2-trifluoro-1-hydroxyethyl)benzonitrile (Compound CZ) (705... Reactants: O=C([O-])[O-], C=CCBr, [K+], [K+], CN(C)C=O, Oc1ccc(O)cc1. Product: C=CCOc1ccc(O)cc1. As a reaction SMILES: [C:9](=[O:10])([O-:11])[O-:12].[CH2:15]([CH:16]=[CH2:17])[Br:18].[K+:13].[K+:14].[O:19]=[CH:20][N:21]([CH3:22])[CH3:23].[OH:1][c:2]1[cH:3][cH:4][c:5]([OH:6])[cH:7][cH:8]1>>[O:1]([c:2]1[cH:3][cH:4][c:5]([OH:6])[cH:7][cH:8]1)[CH2:17][CH:16]=[CH2:15]. The reactants are Cc1cc(Cl)ccc1C#N, [K+], O=[N+]([O-])[O-], O=S(=O)(O)O. Product: Cc1cc(Cl)c([N+](=O)[O-])cc1C#N. RXN SMILES: [Cl:1][c:2]1[cH:3][c:4]([CH3:10])[c:5]([C:6]#[N:7])[cH:8][cH:9]1.[K+:15].[N+:11](=[O:12])([O-:13])[O-:14].[S:16](=[O:17])(=[O:18])([OH:19])[OH:20]>>[Cl:1][c:2]1[cH:3][c:4]([CH3:10])[c:5]([C:6]#[N:7])[cH:8][c:9]1[N+:11](=[O:12])[O-:13]. The reactants are BrCCOC1CCCCO1, O=C([O-])[O-], FC(F)(F)c1ccc(OC2CCNCC2)cc1, [I-], [K+], [K+], [Na+], CN(C)C=O, O. Yields the product FC(F)(F)c1ccc(OC2CCN(CCOC3CCCCO3)CC2)cc1. Reaction SMILES: [Br:18][CH2:19][CH2:20][O:21][CH:22]1[O:23][CH2:24][CH2:25][CH2:26][CH2:27]1.[C:28](=[O:29])([O-:30])[O-:31].[F:1][C:2]([c:3]1[cH:4][cH:5][c:6]([O:7][CH:8]2[CH2:9][CH2:10][NH:11][CH2:12][CH2:13]2)[cH:14][cH:15]1)([F:16])[F:17].[I-:35].[K+:32].[K+:33].[Na+:34].[O:36]=[CH:37][N:38]([CH3:39])[CH3:40].[OH2:41]>>[F:1][C:2]([c:3]1[cH:4][cH:5][c:6]([O:7][CH:8]2[CH2:9][CH2:10][N:11]([CH2:19][CH2:20][O:21][CH:22]3[O:23][CH2:24][CH2:25][CH2:26][CH2:27]3)[CH2:12][CH2:13]2)[cH:14][cH:15]1)([F:16])[F:17].